The task is: describe an organic reaction: reactants, conditions, products, and yield. This data is from the Open Reaction Database (ORD), a public repository of structured organic reaction records. Starting materials: amide, COCCNC(=O)[C@H]1N(CC(C1)=NOC)C(=O)OC(C)(C)C (tert-butyl (2S,4EZ)-2-{[(2-methoxyethyl)amino]carbonyl}-4-(methoxyimino)-1-pyrrolidine-carboxylate). The solvent is CCOCC (ether). Conditions: time 20 minute. Yields the product desired product, COCCNC(=O)[C@H]1NCC(C1)=NOC ((2S,4EZ)-N-(2-methoxyethyl)-4-(methoxyimino)-2-pyrrolidinecarboxamide). Yield: 1393.7%. Reaction SMILES: [CH3:1][O:2][CH2:3][CH2:4][NH:5][C:6]([C@@H:8]1[CH2:12][C:11](=[N:13][O:14][CH3:15])[CH2:10][N:9]1C(OC(C)(C)C)=O)=[O:7]>CCOCC>[CH3:1][O:2][CH2:3][CH2:4][NH:5][C:6]([C@@H:8]1[CH2:12][C:11](=[N:13][O:14][CH3:15])[CH2:10][NH:9]1)=[O:7]. Procedure: A solution was made containing the amide compounds from the previous step, e.g. tert-butyl (2S,4EZ)-2-{[(2-methoxyethyl)amino]carbonyl}-4-(methoxyimino)-1-pyrrolidine-carboxylate (1.5 g, 0.4 mmol), in anhydrous ether (35 ml). HCl gas was bubbled slowly through the reaction and the deprotection was followed by TLC. After approximately 20 minutes, the ether was evaporated. The product was concentrated in vacuo from DCM (2–3 times) to remove the HCl. The desired product, e.g. (2S,4EZ)-N-(2-methoxye...